From a dataset of the Open Reaction Database (ORD), a public repository of structured organic reaction records. describe an organic reaction: reactants, conditions, products, and yield Reactants: C(C1=CC=CC=C1)OC1=CC=2CC[C@H]3[C@@H]4[C@@H](CC([C@@]4(C)CC[C@@H]3C2C=C1)=O)C#N (3-Benzyloxy-15β-cyanoestra-1,3,5(10)-trien-17-one), [BH4-].[Na+] (NaBH4). Run in C1CCOC1 (THF), CO (MeOH). Run at time 3.5 hour. The product is C(C1=CC=CC=C1)OC1=CC=2CC[C@H]3[C@@H]4[C@@H](C[C@@H]([C@@]4(C)CC[C@@H]3C2C=C1)O)C#N (3-Benzyloxy-15β-cyanoestra-1,3,5(10)-trien-17β-ol). As a reaction SMILES: [CH2:1]([O:8][C:9]1[CH:26]=[CH:25][C:24]2[C@@H:23]3[C@H:14]([C@H:15]4[C@@:19]([CH2:21][CH2:22]3)([CH3:20])[C:18](=[O:27])[CH2:17][C@H:16]4[C:28]#[N:29])[CH2:13][CH2:12][C:11]=2[CH:10]=1)[C:2]1[CH:7]=[CH:6][CH:5]=[CH:4][CH:3]=1.[BH4-].[Na+]>C1COCC1.CO>[CH2:1]([O:8][C:9]1[CH:26]=[CH:25][C:24]2[C@@H:23]3[C@H:14]([C@H:15]4[C@@:19]([CH2:21][CH2:22]3)([CH3:20])[C@@H:18]([OH:27])[CH2:17][C@H:16]4[C:28]#[N:29])[CH2:13][CH2:12][C:11]=2[CH:10]=1)[C:2]1[CH:3]=[CH:4][CH:5]=[CH:6][CH:7]=1 |f:1.2|. Procedure: A solution of 558 mg (1.45 mmol) of 45 in THF (6.6 mL) and MeOH (34 mL) was stirred at rt as 400 mg (10.6 mmol) of NaBH4 was added in small portions over 10 min. The reaction was stirred at rt under N2 for 3.5 h, the solvent was evaporated and the residue was dissolved in EtOAc (100 mL) and H2O (50 mL). The phases were separated and the aqueous phase was extracted with EtOAc (2×, 70 mL). Combined organic extracts were dried over Na2SO4 and concentrated in vacuo giving a yellow foam which was use...